From a dataset of the Open Reaction Database (ORD), a public repository of structured organic reaction records. describe an organic reaction: reactants, conditions, products, and yield Reactants: FCC(C(CCC(=O)N)[N+](=O)[O-])O (6-fluoro-5-hydroxy-4-nitro-hexanoic acid amide). Reagents/catalysts: [Ni] (Ni). The solvent is CO (MeOH). Reaction conditions: time 6 hour. The product is NC(CCC(=O)N)C(CF)O (4-Amino-6-Fluoro-5-Hydroxy-Hexanoic Acid Amide). Reaction SMILES: [F:1][CH2:2][CH:3]([OH:13])[CH:4]([N+:10]([O-])=O)[CH2:5][CH2:6][C:7]([NH2:9])=[O:8]>CO.[Ni]>[NH2:10][CH:4]([CH:3]([OH:13])[CH2:2][F:1])[CH2:5][CH2:6][C:7]([NH2:9])=[O:8]. Reported procedure: To a solution of 6-fluoro-5-hydroxy-4-nitro-hexanoic acid amide (0.5 g, 2.58 mmol) in MeOH (20 mL) was added Raney Ni (about 200 mg), and the mixture was shaken under H2 (40-45 psi) at room temperature for 6 h. It was filtered and the catalyst was washed with MeOH (3×10 mL). The MeOH solution was evaporated and the residue oil (435 mg) was used without further purification. 1H NMR (acetone-d6): 6.85 (bs, NH, 1H), 6.15 (bs, NH, 1H), 4.70-4.25 (m, 3H), 3.65-3.50 (m, 1H), 2.86 (bs, 2H), 2.40-2.20 (... Starting materials: FC1=C(CN2N=C(C=3C2=NC=CC3)C=3N=C(C2=C(N3)NC(C2(C)C)=O)I)C=CC=C1 (2-[1-(2-Fluorobenzyl)-1H-pyrazolo[3,4-b]pyridin-3-yl]-4-iodo-5,5-dimethyl-5,7-dihydro-6H-pyrrolo[2,3-d]pyrimidin-6-one), CC1C(NCCN1)=O (3-methylpiperazin-2-one). Run in CN1C(CCC1)=O (1-methyl-2-pyrrolidone). Conditions: temperature 220 celsius. Product: FC1=C(CN2N=C(C=3C2=NC=CC3)C=3N=C(C2=C(N3)NC(C2(C)C)=O)N2C(C(NCC2)=O)C)C=CC=C1 (2-[1-(2-Fluorobenzyl)-1H-pyrazolo[3,4-b]pyridin-3-yl]-5,5-dimethyl-4-(2-methyl-3-oxopiperazin-1-yl)-5,7-dihydro-6H-pyrrolo[2,3-d]pyrimidin-6-one). Reaction SMILES: [F:1][C:2]1[CH:30]=[CH:29][CH:28]=[CH:27][C:3]=1[CH2:4][N:5]1[C:9]2=[N:10][CH:11]=[CH:12][CH:13]=[C:8]2[C:7]([C:14]2[N:15]=[C:16](I)[C:17]3[C:22]([CH3:24])([CH3:23])[C:21](=[O:25])[NH:20][C:18]=3[N:19]=2)=[N:6]1.[CH3:31][CH:32]1[NH:37][CH2:36][CH2:35][NH:34][C:33]1=[O:38]>CN1CCCC1=O>[F:1][C:2]1[CH:30]=[CH:29][CH:28]=[CH:27][C:3]=1[CH2:4][N:5]1[C:9]2=[N:10][CH:11]=[CH:12][CH:13]=[C:8]2[C:7]([C:14]2[N:15]=[C:16]([N:37]3[CH2:36][CH2:35][NH:34][C:33](=[O:38])[CH:32]3[CH3:31])[C:17]3[C:22]([CH3:24])([CH3:23])[C:21](=[O:25])[NH:20][C:18]=3[N:19]=2)=[N:6]1. Procedure details: Under argon atmosphere, 200 mg (purity 62%, 0.24 mmol) of 2-[1-(2-fluorobenzyl)-1H-pyrazolo[3,4-b]pyridin-3-yl]-4-iodo-5,5-dimethyl-5,7-dihydro-6H-pyrrolo[2,3-d]pyrimidin-6-one (example 15A) was suspended in 4 ml of absolute 1-methyl-2-pyrrolidone and 550 mg (4.82 mmol) of 3-methylpiperazin-2-one was added. The mixture was heated in the microwave for 3 h at 150° C. and for 3 h at 220° C. After cooling, the reaction mixture was purified by preparative HPLC (eluent: acetonitrile/water, gradient 20...